From a dataset of the Open Reaction Database (ORD), a public repository of structured organic reaction records. describe an organic reaction: reactants, conditions, products, and yield Starting materials: COC1=CC2=C(CC(N(CC2)CCCCl)=O)C=C1OC (1-[7,8-dimethoxy-1,3,4,5-tetrahydro-2H-3-benzazepin-2-on-3-yl]-3-chloropropane), CNCCC1=CC=CC=C1 (N-methyl-2-phenyl-ethylamine). Yields the product Cl.Cl.COC1=CC2=C(CC(N(CC2)CCCN(CCC2=CC=CC=C2)C)=O)C=C1OC (1-[7,8-Dimethoxy-1,3,4,5-tetrahydro-2H-3-benzazepin-2-on-3-yl]-3-[N-methyl-N-(2-phenyl-ethyl)-amino]-propane dihydrochloride). As a reaction SMILES: [CH3:1][O:2][C:3]1[C:18]([O:19][CH3:20])=[CH:17][C:6]2[CH2:7][C:8](=[O:16])[N:9]([CH2:12][CH2:13][CH2:14][Cl:15])[CH2:10][CH2:11][C:5]=2[CH:4]=1.[CH3:21][NH:22][CH2:23][CH2:24][C:25]1[CH:30]=[CH:29][CH:28]=[CH:27][CH:26]=1>>[ClH:15].[ClH:15].[CH3:1][O:2][C:3]1[C:18]([O:19][CH3:20])=[CH:17][C:6]2[CH2:7][C:8](=[O:16])[N:9]([CH2:12][CH2:13][CH2:14][N:22]([CH3:21])[CH2:23][CH2:24][C:25]3[CH:30]=[CH:29][CH:28]=[CH:27][CH:26]=3)[CH2:10][CH2:11][C:5]=2[CH:4]=1 |f:2.3.4|. Reported procedure: This compound was prepared analogous to Example 5(b) by reacting 1-[7,8-dimethoxy-1,3,4,5-tetrahydro-2H-3-benzazepin-2-on-3-yl]-3-chloropropane with N-methyl-2-phenyl-ethylamine. Reactants: C(C)(C)(C)OC(=O)N1C[C@H]([C@@H](CC1)C1=CC(=CC=C1)C)O (trans-N-t-butoxycarbonyl-4-(3-methylphenyl)-3 hydroxy piperidine), [H-].[Na+] (sodium hydride), CI (methyl iodide). Run in CN(C)C=O (DMF). Conditions: time 10 minute. Yields the product C(C)(C)(C)OC(=O)N1C[C@H]([C@@H](CC1)C1=CC(=CC=C1)C)OC (trans-N-t-Butoxycarbonyl-4-(3-methylphenyl)-3-methoxy pipendine). Reaction SMILES: [C:1]([O:5][C:6]([N:8]1[CH2:13][CH2:12][C@@H:11]([C:14]2[CH:19]=[CH:18][CH:17]=[C:16]([CH3:20])[CH:15]=2)[C@H:10]([OH:21])[CH2:9]1)=[O:7])([CH3:4])([CH3:3])[CH3:2].[H-].[Na+].[CH3:24]I>CN(C=O)C>[C:1]([O:5][C:6]([N:8]1[CH2:13][CH2:12][C@@H:11]([C:14]2[CH:19]=[CH:18][CH:17]=[C:16]([CH3:20])[CH:15]=2)[C@H:10]([O:21][CH3:24])[CH2:9]1)=[O:7])([CH3:4])([CH3:3])[CH3:2] |f:1.2|. Reported procedure: To a solution of trans-N-t-butoxycarbonyl-4-(3-methylphenyl)-3 hydroxy piperidine (117 mg, 0.402 mmol), in DMF (2 ml) at 0° C. was added sodium hydride (24 mg of a 60% dispersion in mineral oil, 0.803 mmol). After 10 min, methyl iodide (0.050 ml, 0.803 mmol) was added and the reaction allowed to warm to room temperature over 16 hrs. The reaction was quenched by the addition of saturated NH4Cl solution (5 ml) and extraction with EtOAc. The organic extracts were washed with brine and dried, (MgSO4... The reactants are BrC1=C(C=NC(=C1)C)OCC=1N=C(SC1)NC(C)=O (N-[4-(4-bromo-6-methyl-pyridin-3-yloxymethyl)-thiazol-2-yl]-acetamide), C([O-])([O-])=O.[Cs+].[Cs+] (cesium carbonate), F[B-](F)(F)F.C(CCC)P(CCCC)CCCC (tributylphosphine tetrafluoroborate), CCOC(=O)C (EtOAc). The reagents and catalysts are C(C)(=O)[O-].[Pd+2].C(C)(=O)[O-] (palladium acetate). Run in CN(C)C=O (DMF). Conditions: temperature 115 celsius, time 7 hour. The product is CC1=NC=C2OCC3=C(C2=C1)SC(=N3)NC(C)=O (N-(8-methyl-4H-5-oxa-1-thia-3,7-diaza-cyclopenta[a]naphthalen-2-yl)-acetamide). Yield: 23.3%. As a reaction SMILES: Br[C:2]1[CH:7]=[C:6]([CH3:8])[N:5]=[CH:4][C:3]=1[O:9][CH2:10][C:11]1[N:12]=[C:13]([NH:16][C:17](=[O:19])[CH3:18])[S:14][CH:15]=1.C(=O)([O-])[O-].[Cs+].[Cs+].F[B-](F)(F)F.C(P(CCCC)CCCC)CCC.CCOC(C)=O>CN(C=O)C.C([O-])(=O)C.[Pd+2].C([O-])(=O)C>[CH3:8][C:6]1[CH:7]=[C:2]2[C:3]([O:9][CH2:10][C:11]3[N:12]=[C:13]([NH:16][C:17](=[O:19])[CH3:18])[S:14][C:15]=32)=[CH:4][N:5]=1 |f:1.2.3,4.5,8.9.10|. Procedure details: A mixture of 463 mg (1.53 mmol) N-[4-(4-bromo-6-methyl-pyridin-3-yloxymethyl)-thiazol-2-yl]-acetamide (Stage 40.3), 900 mg (2.71 mmol) cesium carbonate, 30.4 mg (0.135 mmol) palladium acetate and 81 mg (0.271 mmol) tributylphosphine tetrafluoroborate in 3 mL DMF was stirred at 115° C. for 7 h under argon. Then the reaction mixture was poured onto water, EtOAc was added and, after filtration over a layer of Hyflo Super Gel medium (Fluka 56678), the filtrate was extracted with EtOAc (2×). The comb...